Dataset: the Open Reaction Database (ORD), a public repository of structured organic reaction records. Task: describe an organic reaction: reactants, conditions, products, and yield The reactants are C=C=O, CC(=O)OC(C)=O, O=C(OC(=O)C(F)(F)F)C(F)(F)F, O=C(O)C(F)(F)F. Yields the product CC(=O)OC(=O)C(F)(F)F. RXN SMILES: [CH2:21]=[C:22]=[O:23].[CH3:14][C:15]([O:16][C:17](=[O:18])[CH3:19])=[O:20].[F:1][C:2]([C:3](=[O:4])[O:5][C:6]([C:7]([F:8])([F:9])[F:10])=[O:11])([F:12])[F:13].[F:24][C:25]([F:26])([F:27])[C:28]([OH:29])=[O:30]>>[F:1][C:2]([C:3](=[O:4])[O:5][C:6]([CH3:7])=[O:11])([F:12])[F:13]. The product is O=C(CN1CCC(c2ccccc2)(c2ccccc2)C1=O)N1Cc2ccc(C(F)(F)F)cc2C1. Reaction SMILES: [CH2:37]([N:38]=[C:39]=[N:40][CH2:41][CH2:42][CH2:43][N:44]([CH3:45])[CH3:46])[CH3:47].[Cl:48][CH2:49][Cl:50].[ClH:36].[F:1][C:2]([c:3]1[cH:4][c:5]2[c:9]([cH:10][cH:11]1)[CH2:8][NH:7][CH2:6]2)([F:12])[F:13].[O:14]=[C:15]1[N:16]([CH2:32][C:33](=[O:34])[OH:35])[CH2:17][CH2:18][C:19]1([c:20]1[cH:21][cH:22][cH:23][cH:24][cH:25]1)[c:26]1[cH:27][cH:28][cH:29][cH:30][cH:31]1>>[F:1][C:2]([c:3]1[cH:4][c:5]2[c:9]([cH:10][cH:11]1)[CH2:8][N:7]([C:33]([CH2:32][N:16]1[C:15](=[O:14])[C:19]([c:20]3[cH:21][cH:22][cH:23][cH:24][cH:25]3)([c:26]3[cH:27][cH:28][cH:29][cH:30][cH:31]3)[CH2:18][CH2:17]1)=[O:34])[CH2:6]2)([F:12])[F:13]. Starting materials: CCN=C=NCCCN(C)C, ClCCl, Cl, FC(F)(F)c1ccc2c(c1)CNC2, O=C(O)CN1CCC(c2ccccc2)(c2ccccc2)C1=O. The reactants are CC(=O)O[BH-](OC(C)=O)OC(C)=O, O=C([O-])[O-], O=C1CCC(N(Cc2ccccc2)Cc2ccccc2)CC1, CS(=O)(=O)N1CCN(C2CCC(N(Cc3ccccc3)Cc3ccccc3)CC2)CC1, CS(=O)(=O)N1CCNCC1, CO, ClCCl, [K+], [K+], [Na+], O. Product: CS(=O)(=O)N1CCN(C2CCC(N)CC2)CC1. Reaction SMILES: [C:33]([O:34][BH-:35]([O:36][C:37](=[O:38])[CH3:39])[O:40][C:41](=[O:42])[CH3:43])(=[O:44])[CH3:45].[C:47](=[O:48])([O-:49])[O-:50].[CH2:1]([N:2]([CH2:3][c:4]1[cH:5][cH:6][cH:7][cH:8][cH:9]1)[CH:10]1[CH2:11][CH2:12][C:13](=[O:14])[CH2:15][CH2:16]1)[c:17]1[cH:18][cH:19][cH:20][cH:21][cH:22]1.[CH2:53]([N:60]([CH2:54][c:55]1[cH:56][cH:57][cH:58][cH:59][cH:77]1)[CH:61]1[CH2:62][CH2:63][CH:64]([N:67]2[CH2:68][CH2:69][N:70]([S:73](=[O:74])(=[O:75])[CH3:76])[CH2:71][CH2:72]2)[CH2:65][CH2:66]1)[c:78]1[cH:79][cH:80][cH:81][cH:82][cH:83]1.[CH3:23][S:24]([N:25]1[CH2:26][CH2:27][NH:28][CH2:29][CH2:30]1)(=[O:31])=[O:32].[CH3:87][OH:88].[Cl:84][CH2:85][Cl:86].[K+:51].[K+:52].[Na+:46].[OH2:89]>>[NH2:60][CH:61]1[CH2:62][CH2:63][CH:64]([N:67]2[CH2:68][CH2:69][N:70]([S:73](=[O:74])(=[O:75])[CH3:76])[CH2:71][CH2:72]2)[CH2:65][CH2:66]1.